This data is from the Open Reaction Database (ORD), a public repository of structured organic reaction records. The task is: describe an organic reaction: reactants, conditions, products, and yield Reactants: COC1CN(CCC1(OC)OC)C(=O)OC(C)(C)C (tert-butyl 3,4,4-trimethoxypiperidine-1-carboxylate), C(Cl)Cl (Methylene chloride), FC(C(=O)O)(F)F (Trifluoroacetic Acid). Run at time 3 hour. Product: COC1CNCCC1(OC)OC (3,4,4-trimethoxypiperidine). Reaction SMILES: [CH3:1][O:2][CH:3]1[C:8]([O:11][CH3:12])([O:9][CH3:10])[CH2:7][CH2:6][N:5](C(OC(C)(C)C)=O)[CH2:4]1.C(Cl)Cl.FC(F)(F)C(O)=O>>[CH3:1][O:2][CH:3]1[C:8]([O:11][CH3:12])([O:9][CH3:10])[CH2:7][CH2:6][NH:5][CH2:4]1. Reported procedure: The title compound was prepared by taking tert-butyl 3,4,4-trimethoxypiperidine-1-carboxylate (424 mg, 0.00154 mol) in Methylene chloride (10 mL, 0.2 mol) and adding Trifluoroacetic Acid (1 mL, 0.02 mol). The reaction was stirred for 3 h. The solvent was removed in vacuo and the crude taken to the next step (270 mg, 99%). MS calculated for C8H17NO3: (M+H) 176; found 176.1. The reactants are resultant mixture, FC1=CC=C(C(=O)C2CCN(CC2)CCCCN2C=CC3=C2C(N(CCC3=NO)C)=O)C=C1 (1-[4-[4-(4-fluorobenzoyl)piperidin-1-yl]butyl]-4-hydroxyimino-7-methyl-6,7-dihydropyrrolo[2,3-c]azepine-8-(1H,5H)-one), O.C1(=CC=C(C=C1)S(=O)(=O)O)C (p-toluenesulfonic acid monohydrate). The solvent is C(C)O (ethanol). Product: C1(=CC=C(C=C1)S(=O)(=O)O)C.FC1=CC=C(C(=O)C2CCN(CC2)CCCCN2C=CC3=C2C(N(CCC3=NO)C)=O)C=C1 (1-[4-[4-(4-fluorobenzoyl)piperidin-1-yl]butyl]-4-hydroxyimino-7-methyl-6,7-dihydropyrrolo[2,3-c]azepin-8(1H,5H)-one p-toluenesulfonate), crystals. Yield: 92.0%. As a reaction SMILES: [F:1][C:2]1[CH:33]=[CH:32][C:5]([C:6]([CH:8]2[CH2:13][CH2:12][N:11]([CH2:14][CH2:15][CH2:16][CH2:17][N:18]3[C:22]4[C:23](=[O:31])[N:24]([CH3:30])[CH2:25][CH2:26][C:27](=[N:28][OH:29])[C:21]=4[CH:20]=[CH:19]3)[CH2:10][CH2:9]2)=[O:7])=[CH:4][CH:3]=1.O.[C:35]1([CH3:45])[CH:40]=[CH:39][C:38]([S:41]([OH:44])(=[O:43])=[O:42])=[CH:37][CH:36]=1>C(O)C>[C:35]1([CH3:45])[CH:36]=[CH:37][C:38]([S:41]([OH:44])(=[O:42])=[O:43])=[CH:39][CH:40]=1.[F:1][C:2]1[CH:3]=[CH:4][C:5]([C:6]([CH:8]2[CH2:13][CH2:12][N:11]([CH2:14][CH2:15][CH2:16][CH2:17][N:18]3[C:22]4[C:23](=[O:31])[N:24]([CH3:30])[CH2:25][CH2:26][C:27](=[N:28][OH:29])[C:21]=4[CH:20]=[CH:19]3)[CH2:10][CH2:9]2)=[O:7])=[CH:32][CH:33]=1 |f:1.2,4.5|. Procedure details: A mixture of 5.0 g (11.0 mmol) of Compound 61 obtained in Example 24 and 2.1 g (11.0 mmol) of p-toluenesulfonic acid monohydrate was heated in 120 ml of ethanol, so that the latter compounds were dissolved. The resultant mixture was allowed to cool down, whereby 6.5 g of the title compound were obtained as colorless crystals (yield: 92%). Starting materials: CC(C)(C)OC(=O)N1CCC(Oc2cc(F)ccc2C(=O)Nc2cc(Cl)ccc2C(=O)Nc2ccc(Cl)cn2)CC1, C1COCCN1. The product is CC(C)(C)OC(=O)N1CCC(Oc2cc(N3CCOCC3)ccc2C(=O)Nc2cc(Cl)ccc2C(=O)Nc2ccc(Cl)cn2)CC1. As a reaction SMILES: [C:1]([CH3:2])([CH3:3])([CH3:4])[O:5][C:6](=[O:7])[N:8]1[CH2:9][CH2:10][CH:11]([O:14][c:15]2[c:16]([C:17](=[O:18])[NH:19][c:20]3[c:21]([C:22](=[O:23])[NH:24][c:25]4[n:26][cH:27][c:28]([Cl:31])[cH:29][cH:30]4)[cH:32][cH:33][c:34]([Cl:36])[cH:35]3)[cH:37][cH:38][c:39]([F:41])[cH:40]2)[CH2:12][CH2:13]1.[CH2:42]1[CH2:43][O:44][CH2:45][CH2:46][NH:47]1>>[C:1]([CH3:2])([CH3:3])([CH3:4])[O:5][C:6](=[O:7])[N:8]1[CH2:9][CH2:10][CH:11]([O:14][c:15]2[c:16]([C:17](=[O:18])[NH:19][c:20]3[c:21]([C:22](=[O:23])[NH:24][c:25]4[n:26][cH:27][c:28]([Cl:31])[cH:29][cH:30]4)[cH:32][cH:33][c:34]([Cl:36])[cH:35]3)[cH:37][cH:38][c:39]([N:47]3[CH2:42][CH2:43][O:44][CH2:45][CH2:46]3)[cH:40]2)[CH2:12][CH2:13]1. Starting materials: [BH4-].[Na+] (sodium borohydride), C(C)OCCCCCC(C(F)(F)F)=O (7-ethoxy-1,1,1-trifluoro-2-heptanone), O (water). Run in C(C)O (ethanol). Reaction conditions: time 24 hour. The product is C(C)OCCCCCC(C(F)(F)F)O (racemic 7-ethoxy-1,1,1-trifluoro-2-heptanol). The yield is 93.4%. As a reaction SMILES: [BH4-].[Na+].[CH2:3]([O:5][CH2:6][CH2:7][CH2:8][CH2:9][CH2:10][C:11](=[O:16])[C:12]([F:15])([F:14])[F:13])[CH3:4].O>C(O)C>[CH2:3]([O:5][CH2:6][CH2:7][CH2:8][CH2:9][CH2:10][CH:11]([OH:16])[C:12]([F:14])([F:15])[F:13])[CH3:4] |f:0.1|. Reported procedure: 2.6 g (0.07 mol) of sodium borohydride was added gradually to a solution of 30 g (0.14 mol) of 7-ethoxy-1,1,1-trifluoro-2-heptanone in 200 ml of ethanol at 0° C. The solution was stirred for 24 hours at room temperature. 200 ml of water was added and extracted with diethyl ether. The organic layer was washed with a small amount of water, dried over anhydrous magnesium sulfate and concentrated. The residue was distilled under the reduced pressure, to obtain 28 g of racemic 7-ethoxy-1,1,1-trifluor...